describe an organic reaction: reactants, conditions, products, and yield From a dataset of the Open Reaction Database (ORD), a public repository of structured organic reaction records. Starting materials: CC(C)Oc1cc(CO)c(F)cc1Cl, C1CCOC1, O=S(Cl)Cl, c1ccncc1. The product is CC(C)Oc1cc(CCl)c(F)cc1Cl. RXN SMILES: [Cl:1][c:2]1[cH:3][c:4]([F:14])[c:5]([CH2:6][OH:7])[cH:8][c:9]1[O:10][CH:11]([CH3:12])[CH3:13].[O:19]1[CH2:20][CH2:21][CH2:22][CH2:23]1.[S:15]([Cl:16])([Cl:17])=[O:18].[cH:24]1[cH:25][cH:26][n:27][cH:28][cH:29]1>>[Cl:1][c:2]1[cH:3][c:4]([F:14])[c:5]([CH2:6][Cl:17])[cH:8][c:9]1[O:10][CH:11]([CH3:12])[CH3:13]. Starting materials: FC1=C(C(=O)NC=2C=C3CCCC(C3=CC2)=C(C(=O)O)C)C(=CC=C1)F (2-[6-(2,6-difluoro-benzoylamino)-3,4-dihydro-2H-naphthalen-1-ylidene]-propionic acid), FC1=C(C(=O)NC=2C=C3CCCC(C3=CC2)=C(C(=O)O)C)C(=CC=C1)F (2-[6-(2,6-difluoro-benzoylamino)-3,4-dihydro-2H-naphthalen-1-ylidene]-propionic acid), C[Si](C=[N+]=[N-])(C)C (trimethyl-silyl diazomethane). Solvent: C(C)OCC (diethylether). Conditions: time 15 minute. Product: COC(C(C)=C1CCCC2=CC(=CC=C12)NC(C1=C(C=CC=C1F)F)=O)=O (2-[6-(2,6-difluoro-benzoylamino)-3,4-dihydro-2H-naphthalen-1-ylidene]-propionic acid methyl ester). The yield is 75.0%. Reaction SMILES: [F:1][C:2]1[CH:25]=[CH:24][CH:23]=[C:22]([F:26])[C:3]=1[C:4]([NH:6][C:7]1[CH:8]=[C:9]2[C:14](=[CH:15][CH:16]=1)[C:13](=[C:17]([CH3:21])[C:18]([OH:20])=[O:19])[CH2:12][CH2:11][CH2:10]2)=[O:5].[CH3:27][Si](C)(C)C=[N+]=[N-]>C(OCC)C>[CH3:27][O:19][C:18](=[O:20])[C:17](=[C:13]1[C:14]2[C:9](=[CH:8][C:7]([NH:6][C:4](=[O:5])[C:3]3[C:2]([F:1])=[CH:25][CH:24]=[CH:23][C:22]=3[F:26])=[CH:16][CH:15]=2)[CH2:10][CH2:11][CH2:12]1)[CH3:21]. Procedure details: 2-[6-(2,6-Difluoro-benzoylamino)-3,4-dihydro-2H-naphthalen-1-ylidene]-propionic acid (Compound 1) (13 mg, 0.036 mmol) was then dissolved in diethylether and excess trimethyl-silyl diazomethane (TMSCHN2) was added at room temperature. After 15 min, the reaction was quenched with acetic acid and concentrated under reduced pressure. The product, 2-[6-(2,6-difluoro-benzoylamino)-3,4-dihydro-2H-naphthalen-1-ylidene]-propionic acid methyl ester (10 mg, 75% yield) was obtained by silica gel chromatogra... The reactants are C1(=CC=C(C=C1)C(=O)OC)C1=CC=C(C=C1)C(=O)OC (dimethyl 4,4'-biphenyldicarboxylate), C1CCOC1 (THF), OS(=O)(=O)O (H2SO4), [H-].[H-].[H-].[H-].[Li+].[Al+3] (LiAlH4), C1CCOC1 (THF), O (H2O). Run at temperature -20 celsius, time 1 hour. Product: OCC1(CC=C(C=C1)C1=CC=CC=C1)CO (4,4-Bis(hydroxymethyl)biphenyl). Isolated yield 93.0%. RXN SMILES: [H-].[H-].[H-].[H-].[Li+].[Al+3].[C:7]1([C:17]2[CH:22]=[CH:21][C:20]([C:23]([O:25]C)=O)=[CH:19][CH:18]=2)[CH:12]=[CH:11][C:10](C(OC)=O)=[CH:9][CH:8]=1.O.OS(O)(=O)=O.C1C[O:36][CH2:35]C1>>[OH:36][CH2:35][C:20]1([CH2:23][OH:25])[CH:19]=[CH:18][C:17]([C:7]2[CH:8]=[CH:9][CH:10]=[CH:11][CH:12]=2)=[CH:22][CH2:21]1 |f:0.1.2.3.4.5|. Procedure details: In a 1000 ml three-necked flask, fitted with an efficient condenser, a thermometer and a dropping funnel, is placed a suspension of 6,2 g (0.144 mol) LiAlH4 in 80 ml dry THF under an inert atmosphere. A solution of 30 g (0.122 mol) dimethyl 4,4'-biphenyldicarboxylate in 250 ml dry THF is added dropwise over a period of 30 minutes. The mixture is refluxed with stirring for 1 hour. The mixture is cooled to -20° C. and 80 ml of H2O is added dropwise, followed by slow addition of 80 ml of 20% H2SO4 ... Starting materials: C1=C(C=CC2=CC=CC=C12)C(CC(=O)O)CC(=O)O (3-(2-naphthyl)glutaric acid). Solvent: C(C)(=O)Cl (acetyl chloride). Conditions: time 1 hour. Product: C1=C(C=CC2=CC=CC=C12)C1CC(=O)OC(C1)=O (3-(2-naphthyl)glutaric anhydride). As a reaction SMILES: [CH:1]1[C:10]2[C:5](=[CH:6][CH:7]=[CH:8][CH:9]=2)[CH:4]=[CH:3][C:2]=1[CH:11]([CH2:16][C:17]([OH:19])=O)[CH2:12][C:13]([OH:15])=[O:14]>C(Cl)(=O)C>[CH:1]1[C:10]2[C:5](=[CH:6][CH:7]=[CH:8][CH:9]=2)[CH:4]=[CH:3][C:2]=1[CH:11]1[CH2:16][C:17](=[O:19])[O:15][C:13](=[O:14])[CH2:12]1. Procedure: To a solution of commercial 2-naphthaldehyde (7.81 g) and ethyl acetoacetate (13 g) in ethanol (15 ml) piperidine (1 ml) was added with stirring at rt. The yellowish solution was kept at rt for 20 h. The precipitate was isolated by suction filtration, washed with ethanol, and dried in vacuo to give 14.7 g light yellow crystals (the bis-adduct of acetoacetate to the aldehyde). The crystals were added in portions to 40% NaOH (400 g) with stirring and the resulting yellow slurry was stirred at refl... Reactants: ice water, aqueous solution, [OH-].[Na+] (sodium hydroxide), C(C)(=O)N(CCCN(C)C)C1=C(C=C(C=C1)C=1OC2=C(C(C1)=O)C(=C(C=C2F)F)NCCCCC)F (2-[4-[N-acetyl-N-(3-dimethylaminopropyl)amino]-3-fluorophenyl]-6,8-difluoro-5-pentylamino-4H-1-benzopyran-4-one). Solvent: S(O)(O)(=O)=O (sulfuric acid). Reaction conditions: temperature 80 celsius, time 20 minute. Product: CN(CCCNC1=C(C=C(C=C1)C=1OC2=C(C(C1)=O)C(=C(C=C2F)F)NCCCCC)F)C (2-[4-(3-dimethylaminopropylamino)-3-fluorophenyl]-6,8-difluoro-5-pentylamino-4H-1-benzopyran-4-one). Yield: 71.2%. RXN SMILES: C([N:4]([C:11]1[CH:16]=[CH:15][C:14]([C:17]2[O:18][C:19]3[C:27]([F:28])=[CH:26][C:25]([F:29])=[C:24]([NH:30][CH2:31][CH2:32][CH2:33][CH2:34][CH3:35])[C:20]=3[C:21](=[O:23])[CH:22]=2)=[CH:13][C:12]=1[F:36])[CH2:5][CH2:6][CH2:7][N:8]([CH3:10])[CH3:9])(=O)C.[OH-].[Na+]>S(=O)(=O)(O)O>[CH3:10][N:8]([CH3:9])[CH2:7][CH2:6][CH2:5][NH:4][C:11]1[CH:16]=[CH:15][C:14]([C:17]2[O:18][C:19]3[C:27]([F:28])=[CH:26][C:25]([F:29])=[C:24]([NH:30][CH2:31][CH2:32][CH2:33][CH2:34][CH3:35])[C:20]=3[C:21](=[O:23])[CH:22]=2)=[CH:13][C:12]=1[F:36] |f:1.2|. Reported procedure: 10 mL of concentrated sulfuric acid was added to 725 mg (1.44 mmol) of the above 2-[4-[N-acetyl-N-(3-dimethylaminopropyl)amino]-3-fluorophenyl]-6,8-difluoro-5-pentylamino-4H-1-benzopyran-4-one and the mixture was stirred at 80° C. for 20 minutes. The reaction solution was poured into ice water, the mixture was adjusted to pH 7 by addition of a 10N aqueous solution of sodium hydroxide thereto, and the precipitated crystals were collected by filtration. The crystals were purified by silica gel col... Starting materials: C=CC=C (1,3-butadiene), CO (methanol), ( a ), [Li] (lithium), C(C1=CC=CC=C1)OCC=C(CCC=C(CCC=C(CCC=C(C(=O)O)C)C)C)C (16-benzyloxy-2,6,10,14-tetramethyl-2,6,10,14-hexadecatetraenoic acid). The solvent is O1CCCC1 (tetrahydrofuran). Reaction conditions: time 30 minute. Product: OCC=C(CCC=C(CCC=C(CCC=C(C(=O)O)C)C)C)C (16-hydroxy-2,6,10,14-tetramethyl-2,6,10,14-hexadecatetraenoic acid). Yield: 84.6%. Reaction SMILES: C([O:8][CH2:9][CH:10]=[C:11]([CH3:30])[CH2:12][CH2:13][CH:14]=[C:15]([CH3:29])[CH2:16][CH2:17][CH:18]=[C:19]([CH3:28])[CH2:20][CH2:21][CH:22]=[C:23]([CH3:27])[C:24]([OH:26])=[O:25])C1C=CC=CC=1.[Li].C=CC=C.CO>O1CCCC1>[OH:8][CH2:9][CH:10]=[C:11]([CH3:30])[CH2:12][CH2:13][CH:14]=[C:15]([CH3:29])[CH2:16][CH2:17][CH:18]=[C:19]([CH3:28])[CH2:20][CH2:21][CH:22]=[C:23]([CH3:27])[C:24]([OH:26])=[O:25] |^1:30|. Procedure: In 50 ml of tetrahydrofuran was dissolved 5 g of the 16-benzyloxy-2,6,10,14-tetramethyl-2,6,10,14-hexadecatetraenoic acid obtained as described in the previous (a) section. This solution was added dropwise to the above-prepared lithium solution over a period of 30 min. The mixture was stirred for 30 min., and 1,3-butadiene was introduced into the mixture until the color of the mixture (blue) faded. To the resulting yellow colored solution was added methanol until the yellow faded. Subsequently, ...